This data is from the Open Reaction Database (ORD), a public repository of structured organic reaction records. The task is: describe an organic reaction: reactants, conditions, products, and yield Starting materials: C(C)(C)(C)OC(NC1=C(C=C(C(=C1)N(CCC)C)C)[N+](=O)[O-])=O ([4-methyl-5-(methyl-propyl-amino)-2-nitro-phenyl]-carbamic acid tert-butyl ester). The reagents and catalysts are [Pd] (Pd/C). Yields the product C(C)(C)(C)OC(NC1=C(C=C(C(=C1)N(CCC)C)C)N)=O ([2-Amino-4-methyl-5-(methyl-propyl-amino)-phenyl]-carbamic acid tert-butyl ester), solid. Isolated yield 99.0%. Reaction SMILES: [C:1]([O:5][C:6](=[O:23])[NH:7][C:8]1[CH:13]=[C:12]([N:14]([CH3:18])[CH2:15][CH2:16][CH3:17])[C:11]([CH3:19])=[CH:10][C:9]=1[N+:20]([O-])=O)([CH3:4])([CH3:3])[CH3:2]>[Pd]>[C:1]([O:5][C:6](=[O:23])[NH:7][C:8]1[CH:13]=[C:12]([N:14]([CH3:18])[CH2:15][CH2:16][CH3:17])[C:11]([CH3:19])=[CH:10][C:9]=1[NH2:20])([CH3:2])([CH3:3])[CH3:4]. Reported procedure: The title compound was prepared from [4-methyl-5-(methyl-propyl-amino)-2-nitro-phenyl]-carbamic acid tert-butyl ester (Example C21) (3.59 g, 11.1 mmol) by hydrogenation with 10% Pd/C according to the general procedure J (method a). Obtained as a purple solid (3.23 g, 99%).